This data is from the Open Reaction Database (ORD), a public repository of structured organic reaction records. The task is: describe an organic reaction: reactants, conditions, products, and yield Reactants: CCOC(=O)Cc1ccc(C)c(Oc2cc(Cl)cc(C#N)c2)c1F, CC[Zn]CC. Yields the product CCOC(=O)Cc1ccc(CC)c(Oc2cc(Cl)cc(C#N)c2)c1F. Reaction SMILES: [CH2:1]([CH3:2])[O:3][C:4]([CH2:5][c:6]1[c:7]([F:23])[c:8]([O:13][c:14]2[cH:15][c:16]([Cl:22])[cH:17][c:18]([C:20]#[N:21])[cH:19]2)[c:9]([CH3:12])[cH:10][cH:11]1)=[O:24].[CH3:25][CH2:26][Zn:27][CH2:28][CH3:29]>>[CH2:1]([CH3:2])[O:3][C:4]([CH2:5][c:6]1[c:7]([F:23])[c:8]([O:13][c:14]2[cH:15][c:16]([Cl:22])[cH:17][c:18]([C:20]#[N:21])[cH:19]2)[c:9]([CH2:12][CH3:25])[cH:10][cH:11]1)=[O:24]. The reactants are CC1=C(C(=O)O)C=CC=C1 (2-methylbenzoic acid), CO.Cl (MeOH.HCl). Product: CC1=C(C(=O)OC)C=CC=C1 (Methyl 2-methylbenzoate). Isolated yield 82.0%. As a reaction SMILES: [CH3:1][C:2]1[CH:10]=[CH:9][CH:8]=[CH:7][C:3]=1[C:4]([OH:6])=[O:5].[CH3:11]O.Cl>>[CH3:1][C:2]1[CH:10]=[CH:9][CH:8]=[CH:7][C:3]=1[C:4]([O:6][CH3:11])=[O:5] |f:1.2|. Procedure details: A solution of 2-methylbenzoic acid (18a) (5 g, 36.8 mmol) in MeOH.HCl (2.4M, 50 mL) was stirred at 70° C. overnight. The mixture was concentrated under reduced pressure to give compound 18b (4.5 g, 82% yield), which was used without purification. Reactants: [Al+3], C1CCOC1, [H-], [H-], [H-], [H-], [Li+], N#CC(O)C1CCN(Cc2ccccc2)CC1. Product: NCC(O)C1CCN(Cc2ccccc2)CC1. As a reaction SMILES: [Al+3:2].[CH2:24]1[O:25][CH2:26][CH2:27][CH2:28]1.[H-:1].[H-:4].[H-:5].[H-:6].[Li+:3].[OH:7][CH:8]([C:9]#[N:10])[CH:11]1[CH2:12][CH2:13][N:14]([CH2:17][c:18]2[cH:19][cH:20][cH:21][cH:22][cH:23]2)[CH2:15][CH2:16]1>>[OH:7][CH:8]([CH2:9][NH2:10])[CH:11]1[CH2:12][CH2:13][N:14]([CH2:17][c:18]2[cH:19][cH:20][cH:21][cH:22][cH:23]2)[CH2:15][CH2:16]1. The reactants are O=C1C=2C=CC(NC2CCC1)=O (5,6,7,8-tetrahydro-5-oxo-2(1H)-quinolinone), C(C1=CC=CC=C1)Br (benzyl bromide). The reagents and catalysts are C([O-])([O-])=O.[Ag+2] (silver carbonate). The solvent is C1(=CC=CC=C1)C (toluene). Run at time 72 hour. Yields the product O=C1C=2C=CC(=NC2CCC1)OCC1=CC=CC=C1 (5,6,7,8-Tetrahydro-5-oxo-2-(phenylmethoxy)quinoline). Isolated yield 89.0%. Reaction SMILES: [O:1]=[C:2]1[CH2:11][CH2:10][CH2:9][C:8]2[NH:7][C:6](=[O:12])[CH:5]=[CH:4][C:3]1=2.[CH2:13](Br)[C:14]1[CH:19]=[CH:18][CH:17]=[CH:16][CH:15]=1>C(=O)([O-])[O-].[Ag+2].C1(C)C=CC=CC=1>[O:1]=[C:2]1[CH2:11][CH2:10][CH2:9][C:8]2[N:7]=[C:6]([O:12][CH2:13][C:14]3[CH:19]=[CH:18][CH:17]=[CH:16][CH:15]=3)[CH:5]=[CH:4][C:3]1=2 |f:2.3|. Reported procedure: A suspension of 5,6,7,8-tetrahydro-5-oxo-2(1H)-quinolinone (33.0 g), silver carbonate (35.0 g), benzyl bromide (44.4 g), and toluene (400 ml) was stirred at room temperature for 72 hrs. The mixture was filtered and the filtrate was concentrated. Trituration of the residue with petroleum ether gave 45.6 g (83%) of product. Reactants: N1CCC(CC1)C1=NNC2=CC=CC=C12 (3-(4-piperidinyl)-1H-indazole), BrCCCCOC1=C(C=C(C=C1)C(C)=O)OC (1-[4-(4-bromo -butoxy)-3-methoxyphenyl]ethanone), C(=O)([O-])[O-].[K+].[K+] (K2CO3), C(C)#N (acetonitrile). Run in O (water). The product is N1N=C(C2=CC=CC=C12)C1CCN(CC1)CCCCOC1=C(C=C(C=C1)C(C)=O)OC (1-[4-[4-[4-(1H-indazol-3-yl)-1-piperidinyl]-butoxy]-3-methoxyphenyl]ethanone). Isolated yield 78.6%. RXN SMILES: [NH:1]1[CH2:6][CH2:5][CH:4]([C:7]2[C:15]3[C:10](=[CH:11][CH:12]=[CH:13][CH:14]=3)[NH:9][N:8]=2)[CH2:3][CH2:2]1.Br[CH2:17][CH2:18][CH2:19][CH2:20][O:21][C:22]1[CH:27]=[CH:26][C:25]([C:28](=[O:30])[CH3:29])=[CH:24][C:23]=1[O:31][CH3:32].C([O-])([O-])=O.[K+].[K+].C(#N)C>O>[NH:9]1[C:10]2[C:15](=[CH:14][CH:13]=[CH:12][CH:11]=2)[C:7]([CH:4]2[CH2:3][CH2:2][N:1]([CH2:17][CH2:18][CH2:19][CH2:20][O:21][C:22]3[CH:27]=[CH:26][C:25]([C:28](=[O:30])[CH3:29])=[CH:24][C:23]=3[O:31][CH3:32])[CH2:6][CH2:5]2)=[N:8]1 |f:2.3.4|. Procedure: A mixture of 3-(4-piperidinyl)-1H-indazole (3.2 g, 16 mmol), 1-[4-(4-bromo -butoxy)-3-methoxyphenyl]ethanone (5.0 g, 16 mmol), K2CO3 (2.2 g) and acetonitrile (100 ml) was stirred and refluxed for 6 hours. The reaction was poured into water and the resulting yellow solid that formed was collected to afford 5.3 g of product. The compound was recrystallized from acetonitrile and then from ethyl acetate to yield 3.0 g (45%) of a slightly yellow solid of 1-[4-[4-[4-1H-indazol-3-yl)-1-piperidinyl]-but... Starting materials: CCCC(NC(=O)Cc1ccc(C=CC(=O)OCC)c(OCC)c1)c1ccccc1N1CCCCC1, CCO, [Na+], [OH-]. Product: CCCC(NC(=O)Cc1ccc(C=CC(=O)O)c(OCC)c1)c1ccccc1N1CCCCC1. RXN SMILES: [CH2:1]([CH3:2])[O:3][c:4]1[c:5]([CH:6]=[CH:7][C:8](=[O:9])[O:10][CH2:11][CH3:12])[cH:13][cH:14][c:15]([CH2:17][C:18](=[O:19])[NH:20][CH:21]([CH2:22][CH2:23][CH3:24])[c:25]2[c:26]([N:31]3[CH2:32][CH2:33][CH2:34][CH2:35][CH2:36]3)[cH:27][cH:28][cH:29][cH:30]2)[cH:16]1.[CH3:39][CH2:40][OH:41].[Na+:38].[OH-:37]>>[CH2:1]([CH3:2])[O:3][c:4]1[c:5]([CH:6]=[CH:7][C:8](=[O:9])[OH:10])[cH:13][cH:14][c:15]([CH2:17][C:18](=[O:19])[NH:20][CH:21]([CH2:22][CH2:23][CH3:24])[c:25]2[c:26]([N:31]3[CH2:32][CH2:33][CH2:34][CH2:35][CH2:36]3)[cH:27][cH:28][cH:29][cH:30]2)[cH:16]1. The reactants are [Al+3], [H-], [H-], [H-], [H-], [Li+], [Na+], C1CCOC1, [OH-], O, CC1(C2CC3OC34C3CC=C5CC(O)CCC5(C)C3CC(O)C24C)OCCO1. Product: CC1(C2CCC3(O)C4CC=C5CC(O)CCC5(C)C4CC(O)C23C)OCCO1. Reaction SMILES: [Al+3:30].[H-:29].[H-:32].[H-:33].[H-:34].[Li+:31].[Na+:37].[O:38]1[CH2:39][CH2:40][CH2:41][CH2:42]1.[OH-:36].[OH2:35].[OH:1][CH:2]1[CH2:3][C:4]2=[CH:5][CH2:6][CH:7]3[C:8]45[CH:9]([CH2:10][CH:11]([C:12]6([CH3:13])[O:14][CH2:15][CH2:16][O:17]6)[C:18]4([CH3:27])[CH:19]([OH:26])[CH2:20][CH:21]3[C:22]2([CH3:25])[CH2:23][CH2:24]1)[O:28]5>>[OH:1][CH:2]1[CH2:3][C:4]2=[CH:5][CH2:6][CH:7]3[C:8]4([OH:28])[CH2:9][CH2:10][CH:11]([C:12]5([CH3:13])[O:14][CH2:15][CH2:16][O:17]5)[C:18]4([CH3:27])[CH:19]([OH:26])[CH2:20][CH:21]3[C:22]2([CH3:25])[CH2:23][CH2:24]1.